Dataset: the Open Reaction Database (ORD), a public repository of structured organic reaction records. Task: describe an organic reaction: reactants, conditions, products, and yield The reactants are BrC=1C=C(C=CC1)S(=O)(=O)NC1=C(C=CC=C1)S(N)(=O)=O (3-bromo-N-(2-sulfamoylphenyl)benzenesulfonamide), CC(C#C)(C)C (3,3-dimethyl-1-butyne). The product is CC(C#CC=1C=C(C=CC1)S(=O)(=O)NC1=C(C=CC=C1)S(N)(=O)=O)(C)C (3-(3,3-Dimethylbut-1-ynyl)-N-(2-sulfamoylphenyl)benzenesulfonamide). The yield is 27.0%. As a reaction SMILES: Br[C:2]1[CH:3]=[C:4]([S:8]([NH:11][C:12]2[CH:17]=[CH:16][CH:15]=[CH:14][C:13]=2[S:18](=[O:21])(=[O:20])[NH2:19])(=[O:10])=[O:9])[CH:5]=[CH:6][CH:7]=1.[CH3:22][C:23]([CH3:27])([CH3:26])[C:24]#[CH:25]>>[CH3:22][C:23]([CH3:27])([CH3:26])[C:24]#[C:25][C:2]1[CH:3]=[C:4]([S:8]([NH:11][C:12]2[CH:17]=[CH:16][CH:15]=[CH:14][C:13]=2[S:18](=[O:21])(=[O:20])[NH2:19])(=[O:10])=[O:9])[CH:5]=[CH:6][CH:7]=1. Procedure details: The title compound was synthesized as described for Example 179a) in 27% yield, starting from 3-bromo-N-(2-sulfamoylphenyl)benzenesulfonamide and 3,3-dimethyl-1-butyne. The reactants are ClCCl, O=C(Cl)C(=O)Cl, Cc1ccc(Cl)c(C(=O)O)c1F, CN(C)C=O. Product: Cc1ccc(Cl)c(C(N)=O)c1F. As a reaction SMILES: [Cl:13][CH2:14][Cl:15].[Cl:16][C:17]([C:18]([Cl:19])=[O:20])=[O:21].[Cl:1][c:2]1[cH:3][cH:4][c:5]([CH3:12])[c:6]([F:11])[c:7]1[C:8](=[O:9])[OH:10].[O:22]=[CH:23][N:24]([CH3:25])[CH3:26]>>[Cl:1][c:2]1[cH:3][cH:4][c:5]([CH3:12])[c:6]([F:11])[c:7]1[C:8](=[O:9])[NH2:24]. Starting materials: CC(=O)O[BH-](OC(C)=O)OC(C)=O, CC(=O)O, CC#N, ClCCl, Cc1cc2c(cc1C(F)(F)F)NCCCC2N(Cc1cc(C(F)(F)F)cc(C(F)(F)F)c1)c1nnn(C)n1, [Na+], O=C1CCOCC1. Yields the product Cc1cc2c(cc1C(F)(F)F)N(C1CCOCC1)CCCC2N(Cc1cc(C(F)(F)F)cc(C(F)(F)F)c1)c1nnn(C)n1. Reaction SMILES: [C:1]([O:2][BH-:3]([O:4][C:5](=[O:6])[CH3:7])[O:8][C:9](=[O:10])[CH3:11])(=[O:12])[CH3:13].[CH3:60][C:61](=[O:62])[OH:63].[CH3:64][C:65]#[N:66].[Cl:67][CH2:68][Cl:69].[F:15][C:16]([c:17]1[cH:18][c:19]([CH2:20][N:21]([CH:22]2[c:23]3[c:24]([cH:29][c:30]([C:34]([F:35])([F:36])[F:37])[c:31]([CH3:33])[cH:32]3)[NH:25][CH2:26][CH2:27][CH2:28]2)[c:38]2[n:39][n:40][n:41]([CH3:43])[n:42]2)[cH:44][c:45]([C:47]([F:48])([F:49])[F:50])[cH:46]1)([F:51])[F:52].[Na+:14].[O:53]1[CH2:54][CH2:55][C:56](=[O:59])[CH2:57][CH2:58]1>>[F:15][C:16]([c:17]1[cH:18][c:19]([CH2:20][N:21]([CH:22]2[c:23]3[c:24]([cH:29][c:30]([C:34]([F:35])([F:36])[F:37])[c:31]([CH3:33])[cH:32]3)[N:25]([CH:56]3[CH2:55][CH2:54][O:53][CH2:58][CH2:57]3)[CH2:26][CH2:27][CH2:28]2)[c:38]2[n:39][n:40][n:41]([CH3:43])[n:42]2)[cH:44][c:45]([C:47]([F:48])([F:49])[F:50])[cH:46]1)([F:51])[F:52].